This data is from the Open Reaction Database (ORD), a public repository of structured organic reaction records. The task is: describe an organic reaction: reactants, conditions, products, and yield Reactants: COc1cccc2c1ncc1c(=O)n(C(C)(C)C)c(=O)n(C3CCCC3)c12, ClCCl, O=C(O)C(F)(F)F. Product: COc1cccc2c1ncc1c(=O)[nH]c(=O)n(C3CCCC3)c12. As a reaction SMILES: [C:1]([CH3:2])([CH3:3])([CH3:4])[n:5]1[c:6](=[O:27])[n:7]([CH:22]2[CH2:23][CH2:24][CH2:25][CH2:26]2)[c:8]2[c:9]([cH:10][n:11][c:12]3[c:13]([O:18][CH3:19])[cH:14][cH:15][cH:16][c:17]23)[c:20]1=[O:21].[Cl:35][CH2:36][Cl:37].[OH:28][C:29]([C:30]([F:31])([F:32])[F:33])=[O:34]>>[nH:5]1[c:6](=[O:27])[n:7]([CH:22]2[CH2:23][CH2:24][CH2:25][CH2:26]2)[c:8]2[c:9]([cH:10][n:11][c:12]3[c:13]([O:18][CH3:19])[cH:14][cH:15][cH:16][c:17]23)[c:20]1=[O:21].